From a dataset of the Open Reaction Database (ORD), a public repository of structured organic reaction records. describe an organic reaction: reactants, conditions, products, and yield The reactants are [H-].[Na+] (Sodium hydride), NC=1C2=C(N=CN1)NC=C2C2=CC=C(C=C2)OC2=CC=CC=C2 (4-amino-5-(4-phenoxyphenyl)-7H-pyrrolo[2,3-d]pyrimidine), S(=O)(=O)(C1=CC=C(C)C=C1)OC1COCC1 (3-(tosyloxy) tetrahydrofuran). Run in CN(C=O)C (dimethylformamide), CN(C=O)C (dimethyl formamide). Run at temperature 95 celsius. Product: O(C1=CC=CC=C1)C1=CC=C(C=C1)C1=CN(C=2N=CN=C(C21)N)C2COCC2 (5-(4-phenoxyphenyl)-7-(3-tetrahydrofuryl)-7H-pyrrolo[2,3-d]pyrimidin-4-ylamine). Reaction SMILES: [H-].[Na+].[NH2:3][C:4]1[C:5]2[C:12]([C:13]3[CH:18]=[CH:17][C:16]([O:19][C:20]4[CH:25]=[CH:24][CH:23]=[CH:22][CH:21]=4)=[CH:15][CH:14]=3)=[CH:11][NH:10][C:6]=2[N:7]=[CH:8][N:9]=1.S(O[CH:37]1[CH2:41][CH2:40][O:39][CH2:38]1)(C1C=CC(C)=CC=1)(=O)=O>CN(C)C=O>[O:19]([C:16]1[CH:15]=[CH:14][C:13]([C:12]2[C:5]3[C:4]([NH2:3])=[N:9][CH:8]=[N:7][C:6]=3[N:10]([CH:37]3[CH2:41][CH2:40][O:39][CH2:38]3)[CH:11]=2)=[CH:18][CH:17]=1)[C:20]1[CH:25]=[CH:24][CH:23]=[CH:22][CH:21]=1 |f:0.1|. Reported procedure: Sodium hydride (120 mg, of a 60% dispersion in mineral oil) was added to a solution of 4-amino-5-(4-phenoxyphenyl)-7H-pyrrolo[2,3-d]pyrimidine (906 mg) and dimethylformamide (30 ml) with stirring under nitrogen. The mixture was stirred for 30 minutes and then a solution of 3-(tosyloxy) tetrahydrofuran (750 mg) in dimethyl formamide (10 ml) was added with stirring. The mixture was stirred and heated at 95° C. for 18 hours and then evaporated under vacuum. The residue was partitioned between ethyl... The reactants are C([O-])([O-])=O.[K+].[K+] (Potassium carbonate), S(=O)(=O)(OC)OC (dimethyl sulfate), CC(=O)C (acetone), C(C)(C)(C)OC(=O)NC1=C(C=CC=C1)C1=CC(=C(C(=O)OC(C)(C)C)C=C1)[N+](=O)[O-] (tert-butyl 4-(2-(tert-butoxycarbonylamino)phenyl)-2-nitrobenzoate). The solvent is C(C)(=O)OCC (ethyl acetate), O (water). Product: C(C)(C)(C)OC(=O)N(C1=C(C=CC=C1)C1=CC(=C(C(=O)OC(C)(C)C)C=C1)[N+](=O)[O-])C (tert-butyl 4-(2-((tert-butoxycarbonyl)(methyl)amino)phenyl)-2-nitrobenzoate). The yield is 21.9%. As a reaction SMILES: [C:1](=O)([O-])[O-].[K+].[K+].S(OC)(OC)(=O)=O.CC(C)=O.[C:18]([O:22][C:23]([NH:25][C:26]1[CH:31]=[CH:30][CH:29]=[CH:28][C:27]=1[C:32]1[CH:44]=[CH:43][C:35]([C:36]([O:38][C:39]([CH3:42])([CH3:41])[CH3:40])=[O:37])=[C:34]([N+:45]([O-:47])=[O:46])[CH:33]=1)=[O:24])([CH3:21])([CH3:20])[CH3:19]>C(OCC)(=O)C.O>[C:18]([O:22][C:23]([N:25]([CH3:1])[C:26]1[CH:31]=[CH:30][CH:29]=[CH:28][C:27]=1[C:32]1[CH:44]=[CH:43][C:35]([C:36]([O:38][C:39]([CH3:40])([CH3:41])[CH3:42])=[O:37])=[C:34]([N+:45]([O-:47])=[O:46])[CH:33]=1)=[O:24])([CH3:19])([CH3:20])[CH3:21] |f:0.1.2|. Procedure: Potassium carbonate (0.16 g) and dimethyl sulfate (0.094 mL) were added to an acetone (4.0 mL) solution of tert-butyl 4-(2-(tert-butoxycarbonylamino)phenyl)-2-nitrobenzoate (0.27 g), followed by heating to reflux for 2 hours. The reaction mixture was cooled to room temperature, and then water and ethyl acetate were added thereto. The organic layer was separated, washed with a saturated aqueous solution of sodium chloride, and dried over anhydrous magnesium sulfate, and the solvent was evaporated... Reactants: NC[C@@H]1[C@H]2C[C@H]2CN1C(=O)C=1N=C(SC1C=1C=C(C=CC1)C)C (((1S,2S,5R)-2-Aminomethyl-3-aza-bicyclo[3.1.0]hex-3-yl)-(2-methyl-5-m-tolyl-thiazol-4-yl)-methanone), ClC=1C=C(C(=O)O)C=CC1Cl (3,4-Dichloro-benzoic acid). The product is ClC=1C=C(C(=O)NC[C@@H]2[C@H]3C[C@H]3CN2C(=O)C=2N=C(SC2C=2C=C(C=CC2)C)C)C=CC1Cl (3,4-Dichloro-N-[(1S,2S,5R)-3-(2-methyl-5-m-tolyl-thiazole-4-carbonyl)-3-aza-bicyclo[3.1.0]hex-2-ylmethyl]-benzamide). As a reaction SMILES: [NH2:1][CH2:2][C@H:3]1[N:8]([C:9]([C:11]2[N:12]=[C:13]([CH3:23])[S:14][C:15]=2[C:16]2[CH:17]=[C:18]([CH3:22])[CH:19]=[CH:20][CH:21]=2)=[O:10])[CH2:7][C@H:6]2[C@@H:4]1[CH2:5]2.[Cl:24][C:25]1[CH:26]=[C:27]([CH:31]=[CH:32][C:33]=1[Cl:34])[C:28](O)=[O:29]>>[Cl:24][C:25]1[CH:26]=[C:27]([CH:31]=[CH:32][C:33]=1[Cl:34])[C:28]([NH:1][CH2:2][C@H:3]1[N:8]([C:9]([C:11]2[N:12]=[C:13]([CH3:23])[S:14][C:15]=2[C:16]2[CH:17]=[C:18]([CH3:22])[CH:19]=[CH:20][CH:21]=2)=[O:10])[CH2:7][C@H:6]2[C@@H:4]1[CH2:5]2)=[O:29]. Procedure details: prepared by reaction of ((1S,2S,5R)-2-Aminomethyl-3-aza-bicyclo[3.1.0]hex-3-yl)-(2-methyl-5-m-tolyl-thiazol-4-yl)-methanone with 3,4-Dichloro-benzoic acid. Reactants: C(C)(C)(C)C1=C(C=C(C=C1)C(=O)OC)NC(CC(CCCCC)C1=C(C=C(C=C1)O)OC)=O (N-(2-t-butyl-5-methoxycarbonylphenyl)-3-(4-hydroxy-2-methoxyphenyl)-octanamide), BrCC(=O)OC(C)(C)C (t-butyl bromoacetate). Yields the product C(C)(C)(C)C1=C(C=C(C=C1)C(=O)OC)NC(CC(CCCCC)C1=C(C=C(C=C1)OCC(=O)OC(C)(C)C)OC)=O (N-(2-t-Butyl-5-methoxycarbonylphenyl)-3-(4-t-butoxycarbonylmethoxy-2-methoxyphenyl)octanamide). As a reaction SMILES: [C:1]([C:5]1[CH:10]=[CH:9][C:8]([C:11]([O:13][CH3:14])=[O:12])=[CH:7][C:6]=1[NH:15][C:16](=[O:33])[CH2:17][CH:18]([C:24]1[CH:29]=[CH:28][C:27]([OH:30])=[CH:26][C:25]=1[O:31][CH3:32])[CH2:19][CH2:20][CH2:21][CH2:22][CH3:23])([CH3:4])([CH3:3])[CH3:2].Br[CH2:35][C:36]([O:38][C:39]([CH3:42])([CH3:41])[CH3:40])=[O:37]>>[C:1]([C:5]1[CH:10]=[CH:9][C:8]([C:11]([O:13][CH3:14])=[O:12])=[CH:7][C:6]=1[NH:15][C:16](=[O:33])[CH2:17][CH:18]([C:24]1[CH:29]=[CH:28][C:27]([O:30][CH2:35][C:36]([O:38][C:39]([CH3:42])([CH3:41])[CH3:40])=[O:37])=[CH:26][C:25]=1[O:31][CH3:32])[CH2:19][CH2:20][CH2:21][CH2:22][CH3:23])([CH3:2])([CH3:3])[CH3:4]. Procedure: Following a similar procedure to that described in Preparation 45A(i), but using N-(2-t-butyl-5-methoxycarbonylphenyl)-3-(4-hydroxy-2-methoxyphenyl)-octanamide (prepared as described in Preparation 46) and t-butyl bromoacetate, the title compound was obtained as a foam-like substance.